This data is from the Open Reaction Database (ORD), a public repository of structured organic reaction records. The task is: describe an organic reaction: reactants, conditions, products, and yield Reactants: CC1=C(C=C(C=C1)NS(=O)(=O)C)C1=CN(C=2N=CN=C(C21)N[C@@H](C)C2=NN1C(C(N2C2=CC=CC=C2)=O)=C(C=C1)C)COCC[Si](C)(C)C ((S)—N-(4-Methyl-3-(4-((1-(5-methyl-4-oxo-3-phenyl-3,4-dihydropyrrolo[2,1-f][1,2,4]triazin-2-yl)ethyl)amino)-7-((2-(trimethylsilyl)ethoxy)methyl)-7H-pyrrolo[2,3-d]pyrimidin-5-yl)phenyl)methanesulfonamide), FC(C(=O)O)(F)F (trifluoroacetic acid), N (ammonia). Product: CC1=C(C=C(C=C1)NS(=O)(=O)C)C1=CNC=2N=CN=C(C21)N[C@@H](C)C2=NN1C(C(N2C2=CC=CC=C2)=O)=C(C=C1)C ((S)—N-(4-Methyl-3-(4-((1-(5-methyl-4-oxo-3-phenyl-3,4-dihydropyrrolo[2,1-f][1,2,4]triazin-2-yl)ethyl)amino)-7H-pyrrolo[2,3-d]pyrimidin-5-yl)phenyl)methanesulfonamide). Isolated yield 75.4%. Reaction SMILES: [CH3:1][C:2]1[CH:7]=[CH:6][C:5]([NH:8][S:9]([CH3:12])(=[O:11])=[O:10])=[CH:4][C:3]=1[C:13]1[C:21]2[C:20]([NH:22][C@H:23]([C:25]3[N:30]([C:31]4[CH:36]=[CH:35][CH:34]=[CH:33][CH:32]=4)[C:29](=[O:37])[C:28]4=[C:38]([CH3:41])[CH:39]=[CH:40][N:27]4[N:26]=3)[CH3:24])=[N:19][CH:18]=[N:17][C:16]=2[N:15](COCC[Si](C)(C)C)[CH:14]=1.FC(F)(F)C(O)=O.N>>[CH3:1][C:2]1[CH:7]=[CH:6][C:5]([NH:8][S:9]([CH3:12])(=[O:10])=[O:11])=[CH:4][C:3]=1[C:13]1[C:21]2[C:20]([NH:22][C@H:23]([C:25]3[N:30]([C:31]4[CH:36]=[CH:35][CH:34]=[CH:33][CH:32]=4)[C:29](=[O:37])[C:28]4=[C:38]([CH3:41])[CH:39]=[CH:40][N:27]4[N:26]=3)[CH3:24])=[N:19][CH:18]=[N:17][C:16]=2[NH:15][CH:14]=1. Procedure: (S)—N-(4-Methyl-3-(4-((1-(5-methyl-4-oxo-3-phenyl-3,4-dihydropyrrolo[2,1-f][1,2,4]triazin-2-yl)ethyl)amino)-7-((2-(trimethylsilyl)ethoxy)methyl)-7H-pyrrolo[2,3-d]pyrimidin-5-yl)phenyl)methanesulfonamide (50 mg, 0.07 mmol) was treated with trifluoroacetic acid (2 ml, 25 mmol) and a solution of ammonia (7N in methanol, 2 ml, 117 mmol) according to the method described in Example 27 to give 30 mg (73% yield) of the title compound as a yellow solid. Purity 99%. The reactants are O=C(Cl)Oc1ccccc1, Nc1ccc(Oc2cccnc2)nc1. Yields the product NC(=O)Oc1ccccc1. Reaction SMILES: [Cl:15][C:16](=[O:17])[O:18][c:19]1[cH:20][cH:21][cH:22][cH:23][cH:24]1.[NH2:1][c:2]1[cH:3][cH:4][c:5]([O:6][c:7]2[cH:8][n:9][cH:10][cH:11][cH:12]2)[n:13][cH:14]1>>[NH2:1][C:16](=[O:17])[O:18][c:19]1[cH:20][cH:21][cH:22][cH:23][cH:24]1. Reactants: C(Cl)(Cl)Cl (chloroform), C(C1=CC=CC=C1)OC(=O)C1CCC(CC1)(F)F (benzyl-4,4-difluorocyclohexanecarboxylate), C[Si](C)(C)[N-][Si](C)(C)C.[K+] (Potassium bis(trimethylsilyl)amide), C1(=CC=CC=C1)C1N(O1)S(=O)(=O)C1=CC=CC=C1 (3-phenyl-2-(phenylsulfonyl)oxaziridine). Solvent: C1CCOC1 (THF), C1CCOC1 (THF). Run at temperature -78 celsius, time 1 hour. Yields the product FC1(CCC(CC1)(C(=O)OCC1=CC=CC=C1)O)F (benzyl 4,4-difluoro-1-hydroxycyclohexanecarboxylate). Reaction SMILES: [CH2:1]([O:8][C:9]([CH:11]1[CH2:16][CH2:15][C:14]([F:18])([F:17])[CH2:13][CH2:12]1)=[O:10])[C:2]1[CH:7]=[CH:6][CH:5]=[CH:4][CH:3]=1.C[Si]([N-][Si](C)(C)C)(C)C.[K+].C1(C2[O:37]N2S(C2C=CC=CC=2)(=O)=O)C=CC=CC=1.C(Cl)(Cl)Cl>C1COCC1>[F:18][C:14]1([F:17])[CH2:15][CH2:16][C:11]([OH:37])([C:9]([O:8][CH2:1][C:2]2[CH:3]=[CH:4][CH:5]=[CH:6][CH:7]=2)=[O:10])[CH2:12][CH2:13]1 |f:1.2|. Reported procedure: A solution of benzyl-4,4-difluorocyclohexanecarboxylate (6.5 g, 25.56 mmol) in 128 ml of THF was cooled to −78° C. under nitrogen. Potassium bis(trimethylsilyl)amide (76.7 mL of 0.5 M solution in toluene) was added, and the mixture was stirred at −78° C. for one hour. A THF solution (35 mL) of 3-phenyl-2-(phenylsulfonyl)oxaziridine (9.35 g, 35.79 mmol) was added, and the reaction was stirred for 40 minutes. After quenching with a saturated aqueous ammonium chloride solution and warming to room t... The reactants are Cl.COC(=O)[C@@H]1CNCC[C@@H]1O (cis-4-hydroxy-3-piperidinecarboxylic acid methyl ester, hydrochloride), [I-].[K+] (potassium iodide), C1(=CC=CC=C1)C(=CCCBr)C1=CC=CC=C1 (4,4-diphenyl-3-butenyl bromide), C([O-])([O-])=O.[K+].[K+] (potassium carbonate). Run in CN(C=O)C (dimethylformamide). Yields the product COC(=O)[C@@H]1CN(CC[C@@H]1O)CCC=C(C1=CC=CC=C1)C1=CC=CC=C1 (1-(4,4-diphenyl-3-butenyl)-cis-4-hydroxy-3-piperidinecarboxylic acid methyl ester). Reaction SMILES: Cl.[CH3:2][O:3][C:4]([C@H:6]1[C@@H:11]([OH:12])[CH2:10][CH2:9][NH:8][CH2:7]1)=[O:5].[C:13]1([C:19]([C:24]2[CH:29]=[CH:28][CH:27]=[CH:26][CH:25]=2)=[CH:20][CH2:21][CH2:22]Br)[CH:18]=[CH:17][CH:16]=[CH:15][CH:14]=1.C(=O)([O-])[O-].[K+].[K+].[I-].[K+]>CN(C)C=O>[CH3:2][O:3][C:4]([C@H:6]1[C@@H:11]([OH:12])[CH2:10][CH2:9][N:8]([CH2:22][CH2:21][CH:20]=[C:19]([C:13]2[CH:18]=[CH:17][CH:16]=[CH:15][CH:14]=2)[C:24]2[CH:25]=[CH:26][CH:27]=[CH:28][CH:29]=2)[CH2:7]1)=[O:5] |f:0.1,3.4.5,6.7|. Reported procedure: Similarly, a mixture of 1.63 g. (0.00835 mole) of cis-4-hydroxy-3-piperidinecarboxylic acid methyl ester, hydrochloride, 3 g. (0.0104 mole) of 4,4-diphenyl-3-butenyl bromide, 1.5 g. of potassium carbonate and 0.2 g. of potassium iodide in 50 ml. of dimethylformamide was reacted as described above to give 1-(4,4-diphenyl-3-butenyl)-cis-4-hydroxy-3-piperidinecarboxylic acid methyl ester. This ester (1.4 g., 0.0038 mole) was hydrolyzed in 50 ml. of hot 6 N hydrochloric acid to obtain 1-(4,4-dipheny... The reactants are C[C@@](C(=O)O)([C@@H](C1=CC=CC=C1)SCC1=CC=C(C=C1)C)NC(=O)OC(C)(C)C (methyl(2R,3R)-2-((tert-butyloxycarbonyl)amino)-3-((4-methylbenzyl)thio)-3-phenylpropionic acid), [Cl-].[Li+] (lithium chloride). Run in CN(C)C=O (DMF). Run at temperature 90 celsius. Yields the product C(C)(C)(C)OC(=O)N[C@H](C(=O)O)[C@@H](C1=CC=CC=C1)SCC1=CC=C(C=C1)C ((2R,3R)-2-((tert-butyloxycarbonyl)amino)-3-((4-methylbenzyl)thio)-3-phenylpropionic acid). Reaction SMILES: C[C@:2]([NH:22][C:23]([O:25][C:26]([CH3:29])([CH3:28])[CH3:27])=[O:24])([C@H:6]([S:13][CH2:14][C:15]1[CH:20]=[CH:19][C:18]([CH3:21])=[CH:17][CH:16]=1)[C:7]1[CH:12]=[CH:11][CH:10]=[CH:9][CH:8]=1)[C:3]([OH:5])=[O:4].[Cl-].[Li+]>CN(C=O)C>[C:26]([O:25][C:23]([NH:22][C@@H:2]([C@H:6]([S:13][CH2:14][C:15]1[CH:20]=[CH:19][C:18]([CH3:21])=[CH:17][CH:16]=1)[C:7]1[CH:8]=[CH:9][CH:10]=[CH:11][CH:12]=1)[C:3]([OH:5])=[O:4])=[O:24])([CH3:29])([CH3:28])[CH3:27] |f:1.2|. Procedure: The methyl ester 18 (380 mg, 0.91 mmol) and anhydrous lithium chloride (376 mg, 8.89 mmol) were dissolved in dry DMF (10 mL). The reaction mixture was heated at 90° C. for 4 days. The reaction mixture was cooled to room temperature, quenched with diluted HCl and extracted several times with ethyl acetate. The organic layer was washed with brine and dried over Na2SO4. The crude product was purified by flash column chromatography (silica, step gradient: 20% ethyl acetate/hexane, 25% ethyl acetate/...